Dataset: the Open Reaction Database (ORD), a public repository of structured organic reaction records. Task: describe an organic reaction: reactants, conditions, products, and yield The reactants are ICCCCCOC1OCCCC1 (2-(5-iodpentyloxy)tetrahydro-2H-pyrane), O (water), [Li]CCCC (BuLi), C1(=CC=CC=C1)C#C (phenyl acetylene), [Li]CCCC (BuLi). Solvent: O1CCCC1 (tetrahydrofuran), O1CCCC1 (tetrahydrofuran). Run at temperature 0 celsius, time 30 minute. The product is C1(=CC=CC=C1)C#CCCCCCOC1OCCCC1 (2-(7-phenylhept-6-ynyloxy)tetrahydro-2H-pyrane). Reaction SMILES: [Li]CCCC.[C:6]1([C:12]#[CH:13])[CH:11]=[CH:10][CH:9]=[CH:8][CH:7]=1.I[CH2:15][CH2:16][CH2:17][CH2:18][CH2:19][O:20][CH:21]1[CH2:26][CH2:25][CH2:24][CH2:23][O:22]1.O>O1CCCC1>[C:6]1([C:12]#[C:13][CH2:15][CH2:16][CH2:17][CH2:18][CH2:19][O:20][CH:21]2[CH2:26][CH2:25][CH2:24][CH2:23][O:22]2)[CH:11]=[CH:10][CH:9]=[CH:8][CH:7]=1. Reported procedure: BuLi (33.3 mL, 50 mmol, 1.5 M) was added in drops to a magnetically stirred solution of phenyl acetylene (5.11 g, 50 mmol) in dry tetrahydrofuran (200 mL) at 0° C. in a nitrogen atmosphere. After all the BuLi had been added, the reaction mixture was stirred at 0° C. for 30 minutes. A solution of 2-(5-iodpentyloxy)tetrahydro-2H-pyrane (9) (14.91 g, 50 mmol) in dry tetrahydrofuran (100 mL) was added in drops at 0° C. Adding completed, the reaction mixture was allowed to reach room temperature in o... Starting materials: C(=O)(O)[O-].[Na+] (NaHCO3), FC(C=1C=C(C=C(C1)C(F)(F)F)[C@@H](C)N(C(=O)N1[C@H](C(NCC1)=O)C1=C(C=C(C=C1)F)C)C)(F)F (2-(S)-(4-Fluoro-2-methyl-phenyl)-3-oxo-piperazine-1-carboxylic acid [1-(R)-(3,5-bis-trifluoromethyl-phenyl)-ethyl]-methyl-amide), B.C1CCOC1 (BH3.THF), Cl (HCl). Solvent: O (Water), C1CCOC1 (THF), C1CCOC1 (THF). Run at time 1 hour. Yields the product FC(C=1C=C(C=C(C1)C(F)(F)F)[C@@H](C)N(C(=O)N1[C@H](CNCC1)C1=C(C=C(C=C1)F)C)C)(F)F (2(S)-(4-Fluoro-2-methyl-phenyl)-piperazine-1-carboxylic acid [1-(R)-(3,5-bis-trifluoromethyl-phenyl)-ethyl]-methyl-amide). Yield: 57.4%. As a reaction SMILES: [F:1][C:2]([F:35])([F:34])[C:3]1[CH:4]=[C:5]([C@H:13]([N:15]([CH3:33])[C:16]([N:18]2[CH2:23][CH2:22][NH:21][C:20](=O)[C@@H:19]2[C:25]2[CH:30]=[CH:29][C:28]([F:31])=[CH:27][C:26]=2[CH3:32])=[O:17])[CH3:14])[CH:6]=[C:7]([C:9]([F:12])([F:11])[F:10])[CH:8]=1.B.C1COCC1.Cl.C([O-])(O)=O.[Na+]>C1COCC1.O>[F:35][C:2]([F:1])([F:34])[C:3]1[CH:4]=[C:5]([C@H:13]([N:15]([CH3:33])[C:16]([N:18]2[CH2:23][CH2:22][NH:21][CH2:20][C@@H:19]2[C:25]2[CH:30]=[CH:29][C:28]([F:31])=[CH:27][C:26]=2[CH3:32])=[O:17])[CH3:14])[CH:6]=[C:7]([C:9]([F:10])([F:11])[F:12])[CH:8]=1 |f:1.2,4.5|. Procedure: To a solution of intermediate 40a (15.6 g) in anhydrous THF (94 ml), at 0° C., under N2, BH3.THF 1M/THF (154 ml) was added. The solution was heated at reflux for 3 hr. HCl 37% (54 ml) was slowly added maintaining the reaction mixture in an ice-bath and the reaction mixture was stirred at rt for 1 hr. Water was then added (125 ml) and solid NaHCO3 (62.4 g) was added portionwise until a pH of 6.5. The aqueous phase was extracted with Et2O (4×160 ml) and the combined organic extracts were dried ove... Starting materials: ClC=1C2=C(SC1C(=O)N[C@@H](C(=O)O)CC1=CC=CC=C1)C=C(C=C2)C ((R)-2-(3-chloro-6-methylbenzo[b]thiophene-2-carboxamido)-3-phenylpropanoic acid), ClC=1C2=C(SC1C(=O)O)C=C(C=C2)Cl (3,6-dichlorobenzo[b]thiophene-2-carboxylic acid). Product: ClC=1C2=C(SC1C(=O)N[C@@H](C(=O)O)CC1=CC=CC=C1)C=C(C=C2)Cl ((R)-2-(3,6-dichlorobenzo[b]thiophene-2-carboxamido)-3-phenylpropanoic acid). As a reaction SMILES: [Cl:1][C:2]1[C:3]2[CH:24]=[CH:23][C:22](C)=[CH:21][C:4]=2[S:5][C:6]=1[C:7]([NH:9][C@H:10]([CH2:14][C:15]1[CH:20]=[CH:19][CH:18]=[CH:17][CH:16]=1)[C:11]([OH:13])=[O:12])=[O:8].[Cl:26]C1C2C=CC(Cl)=CC=2SC=1C(O)=O>>[Cl:1][C:2]1[C:3]2[CH:24]=[CH:23][C:22]([Cl:26])=[CH:21][C:4]=2[S:5][C:6]=1[C:7]([NH:9][C@H:10]([CH2:14][C:15]1[CH:20]=[CH:19][CH:18]=[CH:17][CH:16]=1)[C:11]([OH:13])=[O:12])=[O:8]. Procedure details: Following the 2a synthetic method, using 3,6-dichlorobenzo[b]thiophene-2-carboxylic acid (123.55 mg, 0.5 mmol) instead of 3-chloro-6-methylbenzo[b]thiophene-2-carboxylic acid gave 3a as a white powder; (182.94 mg, 92.8%). [α]D25: −23.2 (c=0.24, CHCl3); 1H-NMR (300 MHz, CDCl3): δ 8.79 (s, 1H), 7.78 (d, J=1.5 Hz, 1H), 7.71 (d, J=8.7 Hz, 1H), 7.59 (d, J=6.9 Hz, 1H), 7.42 (dd, J=1.8, 8.7 Hz, 1H), 7.37-7.25 (m, 5H), 5.16-5.14 (m, 1H), 3.41-3.28 (m, 2H); 13C NMR (300 MHz, CDCl3): δ 175.51, 160.41, 138... Reactants: Nc1nc(Cl)nc2c1ncn2Cc1cccc(Br)c1, CCCCN, CCCCO. Yields the product CCCCNc1nc(N)c2ncn(Cc3cccc(Br)c3)c2n1. Reaction SMILES: [Br:1][c:2]1[cH:3][c:4]([CH2:5][n:6]2[c:7]3[n:8][c:9]([Cl:16])[n:10][c:11]([NH2:15])[c:12]3[n:13][cH:14]2)[cH:17][cH:18][cH:19]1.[CH2:20]([CH2:21][CH2:22][CH3:23])[NH2:24].[CH2:25]([OH:26])[CH2:27][CH2:28][CH3:29]>>[Br:1][c:2]1[cH:3][c:4]([CH2:5][n:6]2[c:7]3[n:8][c:9]([NH:24][CH2:20][CH2:21][CH2:22][CH3:23])[n:10][c:11]([NH2:15])[c:12]3[n:13][cH:14]2)[cH:17][cH:18][cH:19]1. Starting materials: ClCC=1C=C(C(=O)NC=2SC3=C(N2)C(=CC=C3C3COCCOC3)OC)C=CN1 (2-Chloromethyl-N-(7-[1,4]dioxepan-6-yl-4-methoxy-benzothiazol-2-yl)-isonicotinamide), COCCNC (N-(2-methoxyethyl)-methylamine), COCCN(C)CC=1C=C(C(=O)NC=2SC3=C(N2)C(=CC=C3N3CCOCC3)OC)C=CN1 (2-{[(2-methoxy-ethyl)-methyl-amino]-methyl}-N-(4-methoxy-7-morpholin-4-yl-benzothiazol-2-yl)-isonicotinamide). The product is O1CCOCC(C1)C1=CC=C(C=2N=C(SC21)NC(C2=CC(=NC=C2)CN2CCCC2)=O)OC (N-(7-[1,4]Dioxepan-6-yl-4-methoxy-benzothiazol-2-yl)-2-pyrrolidin-1-ylmethyl-isonicotinamide). Yield: 48.0%. Reaction SMILES: Cl[CH2:2][C:3]1[CH:4]=[C:5]([CH:27]=[CH:28][N:29]=1)[C:6]([NH:8][C:9]1[S:10][C:11]2[C:17]([CH:18]3[CH2:24][O:23][CH2:22][CH2:21][O:20][CH2:19]3)=[CH:16][CH:15]=[C:14]([O:25][CH3:26])[C:12]=2[N:13]=1)=[O:7].COCCNC.COCCN(CC1C=C(C=CN=1)C(NC1S[C:51]2[C:57]([N:58]3[CH2:63][CH2:62]OCC3)=CC=C(OC)C=2N=1)=O)C>>[O:23]1[CH2:24][CH:18]([C:17]2[C:11]3[S:10][C:9]([NH:8][C:6](=[O:7])[C:5]4[CH:27]=[CH:28][N:29]=[C:3]([CH2:2][N:58]5[CH2:57][CH2:51][CH2:62][CH2:63]5)[CH:4]=4)=[N:13][C:12]=3[C:14]([O:25][CH3:26])=[CH:15][CH:16]=2)[CH2:19][O:20][CH2:21][CH2:22]1. Procedure: 2-Chloromethyl-N-(7-[1,4]dioxepan-6-yl-4-methoxy-benzothiazol-2-yl)-isonicotinamide and N-(2-methoxyethyl)-methylamine were reacted as described for 2-{[(2-methoxy-ethyl)-methyl-amino]-methyl}-N-(4-methoxy-7-morpholin-4-yl-benzothiazol-2-yl)-isonicotinamide in WO03/043636. Usual workup, preparative reversed-phase HPLC and final dry-freezing afforded the tide compound as light yellow solid (48% yield). Mp 108-111° C., MS: m/e=469(M+H+). Solvent: C(C)O (ethanol). The reactants are C(C1=CC=CC=C1)OCCCCN1CCC2=CC(=CC(=C12)C(=O)N)C[C@@H](C)NCCOC1=C(C=CC=C1)OCC(F)(F)F ((R)-(-)-1-(4-benzyloxybutyl)-5-[2-[2-[2-(2,2,2-trifluoroethoxy)phenoxy]ethylamino]propyl]indoline-7-carboxamide), Cl (hydrochloric acid). The reagents and catalysts are [Pd] (palladium on carbon). Product: OCCCCN1CCC2=CC(=CC(=C12)C(=O)N)C[C@@H](C)NCCOC1=C(C=CC=C1)OCC(F)(F)F ((R)-(-)-1-(4-hydroxybutyl)-5-[2-[2-[2-(2,2,2-trifluoroethoxy)phenoxy]ethylamino]propyl]indoline-7-carboxamide). Reported procedure: To a solution of (R)-(-)-1-(4-benzyloxybutyl)-5-[2-[2-[2-(2,2,2-trifluoroethoxy)phenoxy]ethylamino]propyl]indoline-7-carboxamide (200 mg) in ethanol (3.3 ml) were added a 1N hydrochloric acid (0.8 ml) and 10% palladium on carbon (20 mg), and the mixture was stirred at room temperature for 4 hours under an atmosphere of hydrogen. After the catalyst was filtered off, the filtrate was concentrated under reduced pressure. To the concentrate were added water (12 ml) and sodium carbonate (106 mg), and... RXN SMILES: C([O:8][CH2:9][CH2:10][CH2:11][CH2:12][N:13]1[C:21]2[C:16](=[CH:17][C:18]([CH2:25][C@H:26]([NH:28][CH2:29][CH2:30][O:31][C:32]3[CH:37]=[CH:36][CH:35]=[CH:34][C:33]=3[O:38][CH2:39][C:40]([F:43])([F:42])[F:41])[CH3:27])=[CH:19][C:20]=2[C:22]([NH2:24])=[O:23])[CH2:15][CH2:14]1)C1C=CC=CC=1.Cl>C(O)C.[Pd]>[OH:8][CH2:9][CH2:10][CH2:11][CH2:12][N:13]1[C:21]2[C:16](=[CH:17][C:18]([CH2:25][C@H:26]([NH:28][CH2:29][CH2:30][O:31][C:32]3[CH:37]=[CH:36][CH:35]=[CH:34][C:33]=3[O:38][CH2:39][C:40]([F:43])([F:41])[F:42])[CH3:27])=[CH:19][C:20]=2[C:22]([NH2:24])=[O:23])[CH2:15][CH2:14]1. Conditions: time 4 hour. Isolated yield 94.1%.